From a dataset of the Open Reaction Database (ORD), a public repository of structured organic reaction records. describe an organic reaction: reactants, conditions, products, and yield The reactants are COc1ccc(C(=O)Cl)cc1OC, O=C(Cl)c1ccc(OC(F)F)c(OCC2CC2)c1, Cc1c(Cl)cncc1Cl. Yields the product COc1ccc(C(=O)OC(=Cc2c(Cl)cncc2Cl)c2ccc(OC(F)F)c(OCC3CC3)c2)cc1OC. Reaction SMILES: [CH3:28][O:29][c:30]1[cH:31][c:32]([C:33](=[O:34])[Cl:35])[cH:36][cH:37][c:38]1[O:39][CH3:40].[CH:1]1([CH2:4][O:5][c:6]2[cH:7][c:8]([C:9](=[O:10])[Cl:11])[cH:12][cH:13][c:14]2[O:15][CH:16]([F:17])[F:18])[CH2:2][CH2:3]1.[Cl:19][c:20]1[cH:21][n:22][cH:23][c:24]([Cl:27])[c:25]1[CH3:26]>>[CH:1]1([CH2:4][O:5][c:6]2[cH:7][c:8]([C:9]([O:10][C:33]([c:32]3[cH:31][c:30]([O:29][CH3:28])[c:38]([O:39][CH3:40])[cH:37][cH:36]3)=[O:34])=[CH:26][c:25]3[c:20]([Cl:19])[cH:21][n:22][cH:23][c:24]3[Cl:27])[cH:12][cH:13][c:14]2[O:15][CH:16]([F:17])[F:18])[CH2:2][CH2:3]1. Starting materials: ClC=1N=C(C2=C(N1)C=C(S2)C=O)N2CCOCC2 (2-chloro-4-morpholinothieno[3,2-d]pyrimidine-6-carbaldehyde), OCCN1CCNCC1 (1-(2-hydroxyethyl)piperazine), CC(=O)O (AcOH), [BH-](OC(=O)C)(OC(=O)C)OC(=O)C.[Na+] (Na(OAc)3BH), crude intermediate, CC1(OB(OC1(C)C)C=1C=NC(=NC1)N)C (5-(4,4,5,5-tetramethyl-1,3,2-dioxaborolan-2-yl)pyrimidin-2-amine). The solvent is ClCCCl (1,2-dichloroethane). Run at time 10 minute. The product is NC1=NC=C(C=N1)C=1N=C(C2=C(N1)C=C(S2)CN2CCN(CC2)CCO)N2CCOCC2 (2-(4-((2-(2-aminopyrimidin-5-yl)-4-morpholinothieno[3,2-d]pyrimidin-6-yl)methyl)piperazin-1-yl)ethanol). As a reaction SMILES: Cl[C:2]1[N:3]=[C:4]([N:13]2[CH2:18][CH2:17][O:16][CH2:15][CH2:14]2)[C:5]2[S:10][C:9]([CH:11]=O)=[CH:8][C:6]=2[N:7]=1.[OH:19][CH2:20][CH2:21][N:22]1[CH2:27][CH2:26][NH:25][CH2:24][CH2:23]1.CC(O)=O.[BH-](OC(C)=O)(OC(C)=O)OC(C)=O.[Na+].CC1(C)C(C)(C)OB([C:54]2[CH:55]=[N:56][C:57]([NH2:60])=[N:58][CH:59]=2)O1>ClCCCl>[NH2:60][C:57]1[N:58]=[CH:59][C:54]([C:2]2[N:3]=[C:4]([N:13]3[CH2:18][CH2:17][O:16][CH2:15][CH2:14]3)[C:5]3[S:10][C:9]([CH2:11][N:25]4[CH2:26][CH2:27][N:22]([CH2:21][CH2:20][OH:19])[CH2:23][CH2:24]4)=[CH:8][C:6]=3[N:7]=2)=[CH:55][N:56]=1 |f:3.4|. Procedure details: To a solution of 2-chloro-4-morpholinothieno[3,2-d]pyrimidine-6-carbaldehyde (1.3 g, 4.6 mmol) in 1,2-dichloroethane (45 mL) was added 1-(2-hydroxyethyl)piperazine (0.8 mL, 6.4 mmol) and AcOH (260 μL, 4.6 mmol). After stirring 10 min at room temperature, Na(OAc)3BH (1.2 g, 5.5 mmol) was added and the resulting mixture stirred overnight. The reaction was quenched by the addition of saturated aqueous NaHCO3 and the organic layer was separated. The aqueous layer was extracted with CH2Cl2 and the co... Reactants: Cc1ccc[n+]([O-])c1C, [Na+], [Na+], O=C([O-])[O-], O=[N+]([O-])O, O=S(=O)(O)O. Yields the product Cc1c([N+](=O)[O-])cc[n+]([O-])c1C. Reaction SMILES: [CH3:1][c:2]1[n+:3]([O-:9])[cH:4][cH:5][cH:6][c:7]1[CH3:8].[Na+:14].[Na+:15].[O-:16][C:17](=[O:18])[O-:19].[OH:10][N+:11]([O-:12])=[O:13].[S:20](=[O:21])(=[O:22])([OH:23])[OH:24]>>[CH3:1][c:2]1[n+:3]([O-:9])[cH:4][cH:5][c:6]([N+:11](=[O:10])[O-:12])[c:7]1[CH3:8]. Starting materials: COC(=O)c1c([N+](=O)[O-])ccc(N(CCOS(C)(=O)=O)CCOS(C)(=O)=O)c1[N+](=O)[O-], [K+], C1COCCO1, [OH-]. The product is CS(=O)(=O)OCCN(CCOS(C)(=O)=O)c1ccc([N+](=O)[O-])c(C(=O)O)c1[N+](=O)[O-]. RXN SMILES: [CH3:1][S:2](=[O:3])(=[O:4])[O:5][CH2:6][CH2:7][N:8]([c:9]1[c:10]([N+:22](=[O:23])[O-:24])[c:11]([C:12](=[O:13])[O:14][CH3:15])[c:16]([N+:19](=[O:20])[O-:21])[cH:17][cH:18]1)[CH2:25][CH2:26][O:27][S:28](=[O:29])(=[O:30])[CH3:31].[K+:33].[O:34]1[CH2:35][CH2:36][O:37][CH2:38][CH2:39]1.[OH-:32]>>[CH3:1][S:2](=[O:3])(=[O:4])[O:5][CH2:6][CH2:7][N:8]([c:9]1[c:10]([N+:22](=[O:23])[O-:24])[c:11]([C:12](=[O:13])[OH:14])[c:16]([N+:19](=[O:20])[O-:21])[cH:17][cH:18]1)[CH2:25][CH2:26][O:27][S:28](=[O:29])(=[O:30])[CH3:31]. Reactants: IC=1C=C(C=CC1)C(CCCCN1CCC(CC1)C=1C=C(C=CC1)NC(C(C)C)=O)=O (N-(3-{1-[5-(3-iodophenyl)-5-oxopentyl]-4-piperidinyl}phenyl)-2-methylpropanamide), Cl.C1(=CC=CC=C1)N(N)C1=CC=CC=C1 (1,1-diphenylhydrazine hydrochloride). The product is IC=1C=C(C=CC1)C=1N(C2=CC=CC=C2C1CCCN1CCC(CC1)C=1C=C(C=CC1)NC(C(C)C)=O)C1=CC=CC=C1 (N-[3-(1-{3-[2-(3-IODOPHENYL)-1-PHENYL-1H-INDOL-3-YL]PROPYL}-4-PIPERIDINYL)PHENYL]-2-METHYLPROPANAMIDE). As a reaction SMILES: [I:1][C:2]1[CH:3]=[C:4]([C:8](=O)[CH2:9][CH2:10][CH2:11][CH2:12][N:13]2[CH2:18][CH2:17][CH:16]([C:19]3[CH:20]=[C:21]([NH:25][C:26](=[O:30])[CH:27]([CH3:29])[CH3:28])[CH:22]=[CH:23][CH:24]=3)[CH2:15][CH2:14]2)[CH:5]=[CH:6][CH:7]=1.Cl.[C:33]1([N:39]([C:41]2[CH:46]=[CH:45][CH:44]=[CH:43][CH:42]=2)N)[CH:38]=[CH:37][CH:36]=[CH:35][CH:34]=1>>[I:1][C:2]1[CH:3]=[C:4]([C:8]2[N:39]([C:41]3[CH:46]=[CH:45][CH:44]=[CH:43][CH:42]=3)[C:33]3[C:34]([C:9]=2[CH2:10][CH2:11][CH2:12][N:13]2[CH2:18][CH2:17][CH:16]([C:19]4[CH:20]=[C:21]([NH:25][C:26](=[O:30])[CH:27]([CH3:29])[CH3:28])[CH:22]=[CH:23][CH:24]=4)[CH2:15][CH2:14]2)=[CH:35][CH:36]=[CH:37][CH:38]=3)[CH:5]=[CH:6][CH:7]=1 |f:1.2|. Procedure: Prepared by Procedure E and Scheme M using N-(3-{1-[5-(3-iodophenyl)-5-oxopentyl]-4-piperidinyl}phenyl)-2-methylpropanamide and 1,1-diphenylhydrazine hydrochloride: ESMS m/e: 682.2 (M+H)+. Starting materials: O=C([O-])[O-], CS(=O)(=O)OCC(F)(F)F, CN(C)C=O, [K+], [K+], Cc1cccc(O)c1[N+](=O)[O-]. Yields the product Cc1cccc(OCC(F)(F)F)c1[N+](=O)[O-]. Reaction SMILES: [C:22](=[O:23])([O-:24])[O-:25].[CH3:12][S:13]([O:14][CH2:17][C:18]([F:19])([F:20])[F:21])(=[O:15])=[O:16].[CH3:28][N:29]([CH3:30])[CH:31]=[O:32].[K+:26].[K+:27].[OH:1][c:2]1[c:3]([N+:9](=[O:10])[O-:11])[c:4]([CH3:8])[cH:5][cH:6][cH:7]1>>[O:1]([c:2]1[c:3]([N+:9](=[O:10])[O-:11])[c:4]([CH3:8])[cH:5][cH:6][cH:7]1)[CH2:17][C:18]([F:19])([F:20])[F:21]. Starting materials: solution, C(C(=O)Cl)(=O)Cl (oxalylchloride), N1=C(C=CC=C1C)C (2,6-lutidine), ClC=1C=C(C=CC1S(=O)(=O)C)[C@H](C(=O)NC1=NN(C=C1)CC(=O)O)CC1CCCC1 ({3-[2(R)-(3-chloro-4-methanesulfonyl-phenyl)-3-cyclopentyl-propionylamino]-pyrazol-1-yl}-acetic acid), N1CCOCC1 (morpholine). Solvent: C(Cl)Cl (methylene chloride), C(Cl)Cl (methylene chloride). Reaction conditions: temperature 25 celsius, time 1 hour. The product is ClC=1C=C(C=CC1S(=O)(=O)C)[C@H](C(=O)NC1=NN(C=C1)CC(=O)N1CCOCC1)CC1CCCC1 (2(R)-(3-chloro-4-methanesulfonyl-phenyl)-3-cyclopentyl-N-[1-(2-morpholin-4-yl-2-oxo-ethyl)-1H-pyrazol-3-yl]-propionamide). The yield is 61.7%. As a reaction SMILES: [Cl:1][C:2]1[CH:3]=[C:4]([C@@H:12]([CH2:25][CH:26]2[CH2:30][CH2:29][CH2:28][CH2:27]2)[C:13]([NH:15][C:16]2[CH:20]=[CH:19][N:18]([CH2:21][C:22]([OH:24])=O)[N:17]=2)=[O:14])[CH:5]=[CH:6][C:7]=1[S:8]([CH3:11])(=[O:10])=[O:9].C(Cl)(=O)C(Cl)=O.N1C(C)=CC=CC=1C.[NH:45]1[CH2:50][CH2:49][O:48][CH2:47][CH2:46]1>C(Cl)Cl>[Cl:1][C:2]1[CH:3]=[C:4]([C@@H:12]([CH2:25][CH:26]2[CH2:27][CH2:28][CH2:29][CH2:30]2)[C:13]([NH:15][C:16]2[CH:20]=[CH:19][N:18]([CH2:21][C:22]([N:45]3[CH2:50][CH2:49][O:48][CH2:47][CH2:46]3)=[O:24])[N:17]=2)=[O:14])[CH:5]=[CH:6][C:7]=1[S:8]([CH3:11])(=[O:9])=[O:10]. Procedure details: To a solution containing {3-[2(R)-(3-chloro-4-methanesulfonyl-phenyl)-3-cyclopentyl-propionylamino]-pyrazol-1-yl}-acetic acid (prepared in example 3, 100 mg, 0.22 mmol) in methylene chloride (2 mL), was then added a 2.0 M solution of oxalylchloride in methylene chloride (121 μL, 0.24 mmol) at 0° C. and allowed to stir at 25° C. for 1 h, after which time 2,6-lutidine (28 μL, 0.24 mmol) was added to the solution. After 1 h, morpholine (21 μL, 0.24 mmol) was added and the reaction was allowed to pr...